From a dataset of the Open Reaction Database (ORD), a public repository of structured organic reaction records. describe an organic reaction: reactants, conditions, products, and yield Reactants: C(C)(C)N(C(C)C)CC (N,N-diisopropylethylamine), I.ClC=1N=CN(C1)C1=C(C=C(C=C1)NC(=N)SC)OC (Methyl 4-(4-chloro-1H-imidazol-1-yl)-3-methoxyphenylcarbamimidothioate, hydroiodide), ClCCCCC(C(=O)O)C1=CC=C(C=C1)OCC(F)(F)F (6-chloro-2-(4-(2,2,2-trifluoroethoxy)phenyl)hexanoic acid), NN (hydrazine), CN1CCOCC1 (N-methylmorpholine). Product: ClCCCCC(C1=CC=C(C=C1)OCC(F)(F)F)C1=NC(=NN1)NC1=CC(=C(C=C1)N1C=NC(=C1)Cl)OC (5-(5-chloro-1-(4-(2,2,2-trifluoroethoxy)phenyl)pentyl)-N-(4-(4-chloro-1H-imidazol-1-yl)-3-methoxyphenyl)-1H-1,2,4-triazol-3-amine). As a reaction SMILES: I.[Cl:2][C:3]1[N:4]=[CH:5][N:6]([C:8]2[CH:13]=[CH:12][C:11]([NH:14][C:15](SC)=[NH:16])=[CH:10][C:9]=2[O:19][CH3:20])[CH:7]=1.[Cl:21][CH2:22][CH2:23][CH2:24][CH2:25][CH:26]([C:30]1[CH:35]=[CH:34][C:33]([O:36][CH2:37][C:38]([F:41])([F:40])[F:39])=[CH:32][CH:31]=1)[C:27](O)=O.CN1CCOCC1.C(N(CC)C(C)C)(C)C.[NH2:58][NH2:59]>>[Cl:21][CH2:22][CH2:23][CH2:24][CH2:25][CH:26]([C:27]1[NH:59][N:58]=[C:15]([NH:14][C:11]2[CH:12]=[CH:13][C:8]([N:6]3[CH:7]=[C:3]([Cl:2])[N:4]=[CH:5]3)=[C:9]([O:19][CH3:20])[CH:10]=2)[N:16]=1)[C:30]1[CH:35]=[CH:34][C:33]([O:36][CH2:37][C:38]([F:41])([F:40])[F:39])=[CH:32][CH:31]=1 |f:0.1|. Procedure details: Methyl 4-(4-chloro-1H-imidazol-1-yl)-3-methoxyphenylcarbamimidothioate, hydroiodide (1.50 g, 3.53 mmol, from preparation A) and 6-chloro-2-(4-(2,2,2-trifluoroethoxy)phenyl)hexanoic acid (1.43 g, 4.42 mmol, from preparation AW) were coupled [N-methylmorpholine (2.00 mL, 17.7 mmol) was substituted for N,N-diisopropylethylamine] and then reacted with hydrazine (0.556 mL, 17.7 mmol) using a procedure analogous to Step A of Example 13. After an aqueous workup, 5-(5-chloro-1-(4-(2,2,2-trifluoroethoxy)... Starting materials: BrC1=CC=C(C=C1)C1C(CN(CC1)C(=O)OC(C)(C)C)O (tert-butyl (3RS,4RS)-4-(4-bromophenyl)-3-hydroxy-piperidine-1-carboxylate), BrCC1=CC2=CC=CC=C2C=C1 (2-bromomethyl-naphthalene). Product: BrC1=CC=C(C=C1)C1C(CN(CC1)C(=O)OC(C)(C)C)OCC1=CC2=CC=CC=C2C=C1 (tert-butyl (3RS,4RS)-4-(4-bromophenyl)-3-(naphthalen-2-ylmethoxy)-piperidine-1-carboxylate). Reaction SMILES: [Br:1][C:2]1[CH:7]=[CH:6][C:5]([CH:8]2[CH2:13][CH2:12][N:11]([C:14]([O:16][C:17]([CH3:20])([CH3:19])[CH3:18])=[O:15])[CH2:10][CH:9]2[OH:21])=[CH:4][CH:3]=1.Br[CH2:23][C:24]1[CH:33]=[CH:32][C:31]2[C:26](=[CH:27][CH:28]=[CH:29][CH:30]=2)[CH:25]=1>>[Br:1][C:2]1[CH:3]=[CH:4][C:5]([CH:8]2[CH2:13][CH2:12][N:11]([C:14]([O:16][C:17]([CH3:18])([CH3:20])[CH3:19])=[O:15])[CH2:10][CH:9]2[O:21][CH2:23][C:24]2[CH:33]=[CH:32][C:31]3[C:26](=[CH:27][CH:28]=[CH:29][CH:30]=3)[CH:25]=2)=[CH:6][CH:7]=1. Procedure: By alkylating tert-butyl (3RS,4RS)-4-(4-bromophenyl)-3-hydroxy-piperidine-1-carboxylate with 2-bromomethyl-naphthalene there was obtained tert-butyl (3RS,4RS)-4-(4-bromophenyl)-3-(naphthalen-2-ylmethoxy)-piperidine-1-carboxylate as a colourless solid; MS: 495, 497 (M)+. Reactants: CCO, Cl, CN1C(=O)CCN(C2CCCC2)c2nc(N)ncc21, CCOc1cc(C(=O)O)ccc1N, O. Yields the product CCOc1cc(C(=O)O)ccc1Nc1ncc2c(n1)N(C1CCCC1)CCC(=O)N2C. RXN SMILES: [CH3:35][CH2:36][OH:37].[ClH:34].[NH2:1][c:2]1[n:3][cH:4][c:5]2[c:11]([n:12]1)[N:10]([CH:13]1[CH2:14][CH2:15][CH2:16][CH2:17]1)[CH2:9][CH2:8][C:7](=[O:18])[N:6]2[CH3:19].[NH2:20][c:21]1[c:22]([O:30][CH2:31][CH3:32])[cH:23][c:24]([C:25](=[O:26])[OH:27])[cH:28][cH:29]1.[OH2:33]>>[NH:1]([c:2]1[n:3][cH:4][c:5]2[c:11]([n:12]1)[N:10]([CH:13]1[CH2:14][CH2:15][CH2:16][CH2:17]1)[CH2:9][CH2:8][C:7](=[O:18])[N:6]2[CH3:19])[c:21]1[c:22]([O:30][CH2:31][CH3:32])[cH:23][c:24]([C:25](=[O:26])[OH:27])[cH:28][cH:29]1.